Task: describe an organic reaction: reactants, conditions, products, and yield. Dataset: the Open Reaction Database (ORD), a public repository of structured organic reaction records Yields the product FC1=C(C(=O)N[C@H](C(=O)O)C)C=CC(=C1)[N+](=O)[O-] ((S)-2-(2-Fluoro-4-nitrobenzamido)propanoic acid). Run at temperature 175 celsius, time 30 minute. Procedure details: A mixture of spray-dried KF (410 mg, 7.06 mmol), intermediate 11 (200 mg, 0.706 mmol) and catalytic amount of 18-crown-6 in dry DMSO (5 mL) was stirred at 170-180° C. for 30 min. Work-up of the reaction mixture as described in example 1 gave the product as a pale brown color solid (117 mg, 65%), mp 136-138° C. 1H NMR (400 MHz, DMSO-d6): 812.74 (1H, br s), 8.96 (1H, d, J=7.2 Hz), 8.21 (1H, d, J=9.6 Hz), 8.16 (1H, d, J=8.4 Hz), 7.82 (1H, t, J=7.6 Hz), 4.42 (1H, pentet, J=7.0 Hz), 1.38 (3H, d, J=7.... The reactants are [F-].[K+] (KF), [N+](=O)([O-])C1=C(C(=O)N[C@H](C(=O)O)C)C=CC(=C1)[N+](=O)[O-] ((S)-2-(2,4-dinitrobenzamido)propanoic acid), C1COCCOCCOCCOCCOCCO1 (18-crown-6). The yield is 64.7%. Solvent: CS(=O)C (DMSO). As a reaction SMILES: [F-:1].[K+].[N+]([C:6]1[CH:19]=[C:18]([N+:20]([O-:22])=[O:21])[CH:17]=[CH:16][C:7]=1[C:8]([NH:10][C@@H:11]([CH3:15])[C:12]([OH:14])=[O:13])=[O:9])([O-])=O.C1OCCOCCOCCOCCOCCOC1>CS(C)=O>[F:1][C:6]1[CH:19]=[C:18]([N+:20]([O-:22])=[O:21])[CH:17]=[CH:16][C:7]=1[C:8]([NH:10][C@@H:11]([CH3:15])[C:12]([OH:14])=[O:13])=[O:9] |f:0.1|.